Dataset: the Open Reaction Database (ORD), a public repository of structured organic reaction records. Task: describe an organic reaction: reactants, conditions, products, and yield Reaction conditions: time 2 hour. The reactants are O (water), C(CCC)OC1=CC=C(C=C1)CCCC[C@@H]1CC[C@H](CC1)CCCCC (1-butyloxy-4-[4-(trans-4-pentylcyclohexyl)-1-butyl]benzene), solution, B(Br)(Br)Br (boron tribromide). Yield: 81.5%. Procedure: A mixture of 16 g of 1-butyloxy-4-[4-(trans-4-pentylcyclohexyl)-1-butyl]benzene and 100 ml of absolute dichloromethane was treated at 0° C. and while gassing with nitrogen with 50 ml of a 1M solution of boron tribromide in dichloromethane. After completion of the addition the reaction mixture was stirred at room temperature for a further 2 hours and then treated cautiously with 200 ml of water. The organic phase was separated and the aqueous phase was back-extracted three times with 100 ml of di... Product: C(CCCC)[C@@H]1CC[C@H](CC1)CCCCC1=CC=C(C=C1)O (4-[4-(trans-4-pentylcyclohexyl)-1-butyl]phenol). As a reaction SMILES: C([O:5][C:6]1[CH:11]=[CH:10][C:9]([CH2:12][CH2:13][CH2:14][CH2:15][C@H:16]2[CH2:21][CH2:20][C@H:19]([CH2:22][CH2:23][CH2:24][CH2:25][CH3:26])[CH2:18][CH2:17]2)=[CH:8][CH:7]=1)CCC.B(Br)(Br)Br.O>ClCCl>[CH2:22]([C@H:19]1[CH2:18][CH2:17][C@H:16]([CH2:15][CH2:14][CH2:13][CH2:12][C:9]2[CH:8]=[CH:7][C:6]([OH:5])=[CH:11][CH:10]=2)[CH2:21][CH2:20]1)[CH2:23][CH2:24][CH2:25][CH3:26]. The solvent is ClCCl (dichloromethane), ClCCl (dichloromethane). Reactants: Clc1ncc2scc(Br)c2n1, CCOC(=O)c1ccc(B(O)O)cc1. The product is CCOC(=O)c1ccc(-c2csc3cnc(Cl)nc23)cc1. Reaction SMILES: [Br:1][c:2]1[cH:3][s:4][c:5]2[c:6]1[n:7][c:8]([Cl:11])[n:9][cH:10]2.[CH2:12]([CH3:13])[O:14][C:15](=[O:16])[c:17]1[cH:18][cH:19][c:20]([B:23]([OH:24])[OH:25])[cH:21][cH:22]1>>[c:2]1(-[c:20]2[cH:19][cH:18][c:17]([C:15]([O:14][CH2:12][CH3:13])=[O:16])[cH:22][cH:21]2)[cH:3][s:4][c:5]2[c:6]1[n:7][c:8]([Cl:11])[n:9][cH:10]2. The reactants are C1(=CC=CC=C1)[Mg]Br (Phenyl magnesium bromide), C1(=CC=CC=C1)[Mg]Br (phenylmagnesium bromide), C(#N)[Cu] (CuCN), C1C(C=C)O1 (butadiene monooxide). Run in CCOCC (ether), CCOCC (ether), O1CCCC1 (tetrahydrofuran). Reaction conditions: temperature -78 celsius. Yields the product C1(=CC=CC=C1)C/C=C/CO (trans-4-phenyl-2-butene-1-ol). The yield is 79.0%. Reaction SMILES: C([Cu])#N.[CH2:4]1[O:8][CH:5]1[CH:6]=[CH2:7].[C:9]1([Mg]Br)[CH:14]=[CH:13][CH:12]=[CH:11][CH:10]=1>O1CCCC1.CCOCC>[C:9]1([CH2:7]/[CH:6]=[CH:5]/[CH2:4][OH:8])[CH:14]=[CH:13][CH:12]=[CH:11][CH:10]=1. Procedure details: A quantity of CuCN, 2.43 g, was added to a solution of butadiene monooxide, 19 g, in 500 mL anhydrous tetrahydrofuran and the mixture was cooled to -78° C. Phenyl magnesium bromide solution in ether, 32 mmol, was added dropwise to this mixture. The reaction mixture was warmed to 0° C. and was stirred until the reaction became homogeneous. The reaction mixture was cooled to -78° C. and 0.29 mole of phenylmagnesium bromide solution in ether was added dropwise for 30 min. The reaction mixture was a... Reactants: [H-].C(C(C)C)[Al+]CC(C)C (diisobutylaluminiumhydride), OCC=1NC2=CC(=CC=C2C1CCCCN1CCC(=CC1)C1=CC=CC=C1)OC (2-hydroxymethyl-3-[4-(4-phenyl-1,2,3,6-tetrahydropyridyl)-butyl]-6-methoxy-indole). Solvent: C1(=CC=CC=C1)C (toluene), C1(=CC=CC=C1)C (toluene). Product: OCC=1NC2=CC(=CC=C2C1CCCCN1CCC(=CC1)C1=CC=CC=C1)O (2-Hydroxymethyl-3-[4-(4-phenyl-1,2,3,6-tetrahydropyridyl)-butyl]-6-hydroxy-indole). Reaction SMILES: [H-].C([Al+]CC(C)C)C(C)C.[OH:11][CH2:12][C:13]1[NH:14][C:15]2[C:20]([C:21]=1[CH2:22][CH2:23][CH2:24][CH2:25][N:26]1[CH2:31][CH:30]=[C:29]([C:32]3[CH:37]=[CH:36][CH:35]=[CH:34][CH:33]=3)[CH2:28][CH2:27]1)=[CH:19][CH:18]=[C:17]([O:38]C)[CH:16]=2>C1(C)C=CC=CC=1>[OH:11][CH2:12][C:13]1[NH:14][C:15]2[C:20]([C:21]=1[CH2:22][CH2:23][CH2:24][CH2:25][N:26]1[CH2:27][CH:28]=[C:29]([C:32]3[CH:37]=[CH:36][CH:35]=[CH:34][CH:33]=3)[CH2:30][CH2:31]1)=[CH:19][CH:18]=[C:17]([OH:38])[CH:16]=2 |f:0.1|. Reported procedure: A solution of 1.5 g of diisobutylaluminiumhydride in 15 ml of toluene is added with cooling and stirring to a suspension of 3.9 g of 2-hydroxymethyl-3-[4-(4-phenyl-1,2,3,6-tetrahydropyridyl)-butyl]-6-methoxy-indole in 400 ml of toluene. The mixture is warmed to room temperature, refluxed for 3 hours with stirring, cooled and worked up in the usual manner. 2-Hydroxymethyl-3-[4-(4-phenyl-1,2,3,6-tetrahydropyridyl)-butyl]-6-hydroxy-indole is obtained. The reactants are COC(=O)c1ccc(CBr)cc1, CO, Sc1nc2ccccc2[nH]1. The product is COC(=O)c1ccc(CSc2nc3ccccc3[nH]2)cc1. As a reaction SMILES: [CH3:11][O:12][C:13]([c:14]1[cH:15][cH:16][c:17]([CH2:20][Br:21])[cH:18][cH:19]1)=[O:22].[CH3:23][OH:24].[nH:1]1[c:2]([SH:10])[n:3][c:4]2[c:5]1[cH:6][cH:7][cH:8][cH:9]2>>[n:1]1[c:2]([S:10][CH2:20][c:17]2[cH:16][cH:15][c:14]([C:13]([O:12][CH3:11])=[O:22])[cH:19][cH:18]2)[nH:3][c:4]2[c:5]1[cH:6][cH:7][cH:8][cH:9]2. Starting materials: CCO, c1ccc(C(c2ccccc2)C2CC3OC3CO2)cc1, NCc1ccccc1. Yields the product OC1CC(C(c2ccccc2)c2ccccc2)OCC1NCc1ccccc1. As a reaction SMILES: [CH3:29][CH2:30][OH:31].[CH:1]([c:2]1[cH:3][cH:4][cH:5][cH:6][cH:7]1)([c:8]1[cH:9][cH:10][cH:11][cH:12][cH:13]1)[CH:14]1[O:15][CH2:16][CH:17]2[O:18][CH:19]2[CH2:20]1.[NH2:21][CH2:22][c:23]1[cH:24][cH:25][cH:26][cH:27][cH:28]1>>[CH:1]([c:2]1[cH:3][cH:4][cH:5][cH:6][cH:7]1)([c:8]1[cH:9][cH:10][cH:11][cH:12][cH:13]1)[CH:14]1[O:15][CH2:16][CH:17]([NH:21][CH2:22][c:23]2[cH:24][cH:25][cH:26][cH:27][cH:28]2)[CH:19]([OH:18])[CH2:20]1. Starting materials: C([O-])([O-])=O.[Na+].[Na+] (sodium carbonate), ClC=1C=C2C(=CNC2=CC1)CCNC(C1=CC=C(C=C1)I)=O (N-(2-(5-chloro-1H-indol-3-yl)ethyl)-4-iodobenzamide), C(#N)C1=C(C=CC=C1)B(O)O (2-cyanophenylboronic acid). The reagents and catalysts are C=1C=CC(=CC1)[P](C=2C=CC=CC2)(C=3C=CC=CC3)[Pd]([P](C=4C=CC=CC4)(C=5C=CC=CC5)C=6C=CC=CC6)([P](C=7C=CC=CC7)(C=8C=CC=CC8)C=9C=CC=CC9)[P](C=1C=CC=CC1)(C=1C=CC=CC1)C=1C=CC=CC1 (tetrakis(triphenylphosphine)palladium). Solvent: C(OC)COC (dimethoxyethane), O (water). The product is eluent, ClC=1C=C2C(=CNC2=CC1)CCNC(=O)C1=CC=C(C=C1)C1=C(C=CC=C1)C#N (N-(2-(5-chloro-1H-indol-3-yl)ethyl)-2′-cyanobiphenyl-4-carboxamide). Isolated yield 32.7%. As a reaction SMILES: [Cl:1][C:2]1[CH:3]=[C:4]2[C:8](=[CH:9][CH:10]=1)[NH:7][CH:6]=[C:5]2[CH2:11][CH2:12][NH:13][C:14](=[O:22])[C:15]1[CH:20]=[CH:19][C:18](I)=[CH:17][CH:16]=1.[C:23]([C:25]1[CH:30]=[CH:29][CH:28]=[CH:27][C:26]=1B(O)O)#[N:24].C(=O)([O-])[O-].[Na+].[Na+]>C(COC)OC.O.C1C=CC([P]([Pd]([P](C2C=CC=CC=2)(C2C=CC=CC=2)C2C=CC=CC=2)([P](C2C=CC=CC=2)(C2C=CC=CC=2)C2C=CC=CC=2)[P](C2C=CC=CC=2)(C2C=CC=CC=2)C2C=CC=CC=2)(C2C=CC=CC=2)C2C=CC=CC=2)=CC=1>[Cl:1][C:2]1[CH:3]=[C:4]2[C:8](=[CH:9][CH:10]=1)[NH:7][CH:6]=[C:5]2[CH2:11][CH2:12][NH:13][C:14]([C:15]1[CH:20]=[CH:19][C:18]([C:26]2[CH:27]=[CH:28][CH:29]=[CH:30][C:25]=2[C:23]#[N:24])=[CH:17][CH:16]=1)=[O:22] |f:2.3.4,^1:50,52,71,90|. Procedure: N-(2-(5-chloro-1H-indol-3-yl)ethyl)-2′-cyanobiphenyl-4-carboxamide was prepared according to method B with N-(2-(5-chloro-1H-indol-3-yl)ethyl)-4-iodobenzamide (0.075 g; 0.176 mmol), 2-cyanophenylboronic acid (0.027 g; 0.180 mmol), tetrakis(triphenylphosphine)palladium (0.010 g; 0.009 mmol), sodium carbonate (0.037 g; 0.353 mmol), in dimethoxyethane (3 mL) and water (1 mL), irradiated in a microwave oven at 130° C. for 15 minutes. Flash chromatography on silica gel (eluent 2 to 20% ethyl acetate ...